This data is from the Open Reaction Database (ORD), a public repository of structured organic reaction records. The task is: describe an organic reaction: reactants, conditions, products, and yield The reactants are C1(=CC=CC=C1)CN1CCN(CC1)C1=CC=C(C=C1)N (4-[4-(phenylmethyl)-1-piperazinyl]-benzenamine), C=1(C(=CC=CC1)C(=O)Cl)C1=CC=CC=C1 ([1,1′-Biphenyl]-2-carbonyl chloride). The solvent is C1CCOC1 (THF), C(C)N(CC)CC (triethylamine). Product: C1(=CC=CC=C1)CN1CCN(CC1)C1=CC=C(C=C1)NC(=O)C=1C(=CC=CC1)C1=CC=CC=C1 (N-[4-[4-(phenylmethyl)-1-piperazinyl]phenyl]-[1,1′-biphenyl]-2-carboxamide). The yield is 1.6%. As a reaction SMILES: [C:1]1([CH2:7][N:8]2[CH2:13][CH2:12][N:11]([C:14]3[CH:19]=[CH:18][C:17]([NH2:20])=[CH:16][CH:15]=3)[CH2:10][CH2:9]2)[CH:6]=[CH:5][CH:4]=[CH:3][CH:2]=1.[C:21]1([C:30]2[CH:35]=[CH:34][CH:33]=[CH:32][CH:31]=2)[C:22]([C:27](Cl)=[O:28])=[CH:23][CH:24]=[CH:25][CH:26]=1>C1COCC1.C(N(CC)CC)C>[C:1]1([CH2:7][N:8]2[CH2:9][CH2:10][N:11]([C:14]3[CH:15]=[CH:16][C:17]([NH:20][C:27]([C:22]4[C:21]([C:30]5[CH:35]=[CH:34][CH:33]=[CH:32][CH:31]=5)=[CH:26][CH:25]=[CH:24][CH:23]=4)=[O:28])=[CH:18][CH:19]=3)[CH2:12][CH2:13]2)[CH:2]=[CH:3][CH:4]=[CH:5][CH:6]=1. Procedure details: A mixture of 4-[4-(phenylmethyl)-1-piperazinyl]-benzenamine (0.12 mole) in THF (300 ml) and triethylamine (50 ml) was stirred. [1,1′-Biphenyl]-2-carbonyl chloride (0.12 mole) was added dropwise. The mixture was stirred overnight. The solvent was evaporated. The residue was dissolved in DCM. The organic layer was separated, washed, dried, filtered and the solvent was evaporated. The residue was triturated in DIPE/2-propanol. The precipitate was filtered off and dried. A part (1 g) of this fractio...